Task: describe an organic reaction: reactants, conditions, products, and yield. Dataset: the Open Reaction Database (ORD), a public repository of structured organic reaction records Starting materials: C(CCC)=O (n-butyraldehyde), NCCCP(O)O (3-aminopropylphosphonous acid), Cl (hydrochloric acid). The solvent is O (water), C[Si](N[Si](C)(C)C)(C)C (hexamethyldisilazane). Reaction conditions: time 1 hour. Product: Cl.NCCCP(O)(=O)C(CCC)O (3-aminopropyl(1-hydroxybutyl)phosphinic acid hydrochloride). Reaction SMILES: [NH2:1][CH2:2][CH2:3][CH2:4][P:5]([OH:7])[OH:6].[CH:8](=[O:12])[CH2:9][CH2:10][CH3:11].[ClH:13]>C[Si](C)(C)N[Si](C)(C)C.O>[ClH:13].[NH2:1][CH2:2][CH2:3][CH2:4][P:5]([CH:8]([OH:12])[CH2:9][CH2:10][CH3:11])(=[O:7])[OH:6] |f:5.6|. Reported procedure: A suspension of 2.46 g of 3-aminopropylphosphonous acid in 20 ml of hexamethyldisilazane is heated to reflux under an inert gas for 24 hours. The resulting clear solution is cooled to room temperature and 14.8 g of freshly distilled n-butyraldehyde are added. An exothermic reaction ensues, the reaction temperature, rising to approximately 60° C. The reaction mixture is stirred for 1 hour at a temperature between 10° and 60°. After cooling to room temperature, the volatilematerials are removed in... Product: O(C1=CC=CC=C1)CCCCO (4-Phenoxy-1-butanol). Yield: 91.0%. Reactants: O(C1=CC=CC=C1)CCCC(=O)O (4-phenoxy-1-butanoic acid), [H-].[Al+3].[Li+].[H-].[H-].[H-] (lithium aluminum hydride). Reported procedure: The title compound was prepared by the procedure of Preparation 2 in 91% yield from 4-phenoxy-1-butanoic acid and lithium aluminum hydride. Reaction SMILES: [O:1]([CH2:8][CH2:9][CH2:10][C:11](O)=[O:12])[C:2]1[CH:7]=[CH:6][CH:5]=[CH:4][CH:3]=1.[H-].[Al+3].[Li+].[H-].[H-].[H-]>>[O:1]([CH2:8][CH2:9][CH2:10][CH2:11][OH:12])[C:2]1[CH:7]=[CH:6][CH:5]=[CH:4][CH:3]=1 |f:1.2.3.4.5.6|.